Dataset: the Open Reaction Database (ORD), a public repository of structured organic reaction records. Task: describe an organic reaction: reactants, conditions, products, and yield Reactants: C(O)([O-])=O.[Na+] (sodium hydrogencarbonate), aqueous solution, Cl (hydrochloric acid), O1CCOC12CCN(CC2)CC=2N=C(SC2COC2=CC(=C(C=C2)C2=NOC(N2)=O)OC)C2=CC=C(C=C2)C(F)(F)F (3-{4-[4-(1,4-dioxa-8-aza-spiro[4.5]dec-8-ylmethyl)-2-(4-trifluoromethyl-phenyl)-thiazol-5-ylmethoxy]-2-methoxy-phenyl}-4H-1,2,4-oxadiazol-5-one). The solvent is O1CCOCC1 (dioxane). Reaction conditions: temperature 50 celsius. The product is OC1(CCN(CC1)CC=1N=C(SC1COC1=CC(=C(C=C1)C1=NOC(N1)=O)OC)C1=CC=C(C=C1)C(F)(F)F)O (3-{4-[4-(4,4-dihydroxy-piperidin-1-ylmethyl)-2-(4-trifluoromethyl-phenyl)-thiazol-5-ylmethoxy]-2-methoxy-phenyl}-4H-1,2,4-oxadiazol-5-one). Yield: 62.7%. Reaction SMILES: [O:1]1[C:5]2([CH2:10][CH2:9][N:8]([CH2:11][C:12]3[N:13]=[C:14]([C:33]4[CH:38]=[CH:37][C:36]([C:39]([F:42])([F:41])[F:40])=[CH:35][CH:34]=4)[S:15][C:16]=3[CH2:17][O:18][C:19]3[CH:24]=[CH:23][C:22]([C:25]4[NH:29][C:28](=[O:30])[O:27][N:26]=4)=[C:21]([O:31][CH3:32])[CH:20]=3)[CH2:7][CH2:6]2)[O:4]CC1.Cl.C(=O)([O-])O.[Na+]>O1CCOCC1>[OH:1][C:5]1([OH:4])[CH2:6][CH2:7][N:8]([CH2:11][C:12]2[N:13]=[C:14]([C:33]3[CH:34]=[CH:35][C:36]([C:39]([F:40])([F:41])[F:42])=[CH:37][CH:38]=3)[S:15][C:16]=2[CH2:17][O:18][C:19]2[CH:24]=[CH:23][C:22]([C:25]3[NH:29][C:28](=[O:30])[O:27][N:26]=3)=[C:21]([O:31][CH3:32])[CH:20]=2)[CH2:9][CH2:10]1 |f:2.3|. Procedure: To a suspension of 10 mg of 3-{4-[4-(1,4-dioxa-8-aza-spiro[4.5]dec-8-ylmethyl)-2-(4-trifluoromethyl-phenyl)-thiazol-5-ylmethoxy]-2-methoxy-phenyl}-4H-1,2,4-oxadiazol-5-one in 2 mL of dioxane was added 0.5 mL of a 6N aqueous solution of hydrochloric acid. The resulting mixture was heated to 50° C. for 2 h and then poured into a saturated aqueous solution of sodium hydrogencarbonate and extracted with ethyl acetate. The organic extracts were washed with water, dried over magnesium sulfate, filtere... Product: C(C1=CC=CC=C1)N1C(=NC=2C=NN(C(C21)=O)CC2=CC=CC1=CC=CC=C21)S(=O)(=O)C (3-benzyl-2-methylsulphonyl-5-(naphthalen-1-ylmethyl)-3,5-dihydro-imidazo[4.5-d]pyridazin-4-one). Run at time 2 hour. RXN SMILES: [Mn]([O-])(=O)(=O)=O.[K+].[CH2:7]([N:14]1[C:22]2[C:21](=[O:23])[N:20]([CH2:24][C:25]3[C:34]4[C:29](=[CH:30][CH:31]=[CH:32][CH:33]=4)[CH:28]=[CH:27][CH:26]=3)[N:19]=[CH:18][C:17]=2[N:16]=[C:15]1SC)[C:8]1[CH:13]=[CH:12][CH:11]=[CH:10][CH:9]=1.[S:37]([O-:40])(O)=[O:38].[Na+].[C:42](O)(=O)C>O>[CH2:7]([N:14]1[C:22]2[C:21](=[O:23])[N:20]([CH2:24][C:25]3[C:34]4[C:29](=[CH:30][CH:31]=[CH:32][CH:33]=4)[CH:28]=[CH:27][CH:26]=3)[N:19]=[CH:18][C:17]=2[N:16]=[C:15]1[S:37]([CH3:42])(=[O:40])=[O:38])[C:8]1[CH:13]=[CH:12][CH:11]=[CH:10][CH:9]=1 |f:0.1,3.4|. Procedure details: A solution of 395 mg (2.50 mmol) of potassium permanganate was added dropwise to a solution of 700 mg (1.70 mmol) of 3-benzyl-2-methylsulphanyl-5-(naphthalen-1-ylmethyl)-3,5-dihydro-imidazo[4,5-d]pyridazin-4-one in 30 ml concentrated acetic acid with stirring at ambient temperature and stirring was continued for a further two hours. As the oxidation was not yet complete, a further 150 mg potassium permanganate, dissolved in 5 ml of water, were added and the mixture was again stirred for two hour... Reactants: [Mn](=O)(=O)(=O)[O-].[K+] (potassium permanganate), S(=O)(O)[O-].[Na+] (sodium hydrogen sulphite), [Mn](=O)(=O)(=O)[O-].[K+] (potassium permanganate), C(C1=CC=CC=C1)N1C(=NC=2C=NN(C(C21)=O)CC2=CC=CC1=CC=CC=C21)SC (3-benzyl-2-methylsulphanyl-5-(naphthalen-1-ylmethyl)-3,5-dihydro-imidazo[4,5-d]pyridazin-4-one), C(C)(=O)O (acetic acid). The solvent is O (water), O (water). The yield is 55.7%. The reactants are N#N (N2), CC=1OC(=C(N1)C(=O)O)C=1C=C(C=CC1)C (2-methyl-5-m-tolyl-oxazole-4-carboxylic acid), C=1C=CC2=C(C1)N=NN2O (HOBt), CCN=C=NCCCN(C)C.Cl (EDC.HCl), CCN(C(C)C)C(C)C (DIPEA), Cl.NC=1N=C(SC1)CC1=CC=C(O1)C(C)=O (1-[5-(4-amino-thiazol-2-ylmethyl)-furan-2-yl]-ethanone hydrochloride). Reagents/catalysts: CN(C)C=1C=CN=CC1 (DMAP). The solvent is C(Cl)Cl (CH2Cl2), C(Cl)Cl (CH2Cl2). Conditions: time 1 hour. Yields the product C(C)(=O)C1=CC=C(O1)CC=1SC=C(N1)NC(=O)C=1N=C(OC1C=1C=C(C=CC1)C)C (2-Methyl-5-m-tolyl-oxazole-4-carboxylic acid [2-(5-acetyl-furan-2-ylmethyl)-thiazol-4-yl]-amide). Reaction SMILES: N#N.[CH3:3][C:4]1[O:5][C:6]([C:12]2[CH:13]=[C:14]([CH3:18])[CH:15]=[CH:16][CH:17]=2)=[C:7]([C:9]([OH:11])=O)[N:8]=1.C1C=CC2N(O)N=NC=2C=1.CCN=C=NCCCN(C)C.Cl.CCN(C(C)C)C(C)C.Cl.[NH2:51][C:52]1[N:53]=[C:54]([CH2:57][C:58]2[O:62][C:61]([C:63](=[O:65])[CH3:64])=[CH:60][CH:59]=2)[S:55][CH:56]=1>C(Cl)Cl.CN(C1C=CN=CC=1)C>[C:63]([C:61]1[O:62][C:58]([CH2:57][C:54]2[S:55][CH:56]=[C:52]([NH:51][C:9]([C:7]3[N:8]=[C:4]([CH3:3])[O:5][C:6]=3[C:12]3[CH:13]=[C:14]([CH3:18])[CH:15]=[CH:16][CH:17]=3)=[O:11])[N:53]=2)=[CH:59][CH:60]=1)(=[O:65])[CH3:64] |f:3.4,6.7|. Procedure details: In a flame dried round-bottomed flask equipped with a magnetic stir bar and under inert atmosphere (N2), a solution of 2-methyl-5-m-tolyl-oxazole-4-carboxylic acid (50 mg, 0.23 mmol) in CH2Cl2 (2.3 mL) was treated sequentially with DMAP (7 mg, 0.06 mmol), HOBt (37 mg, 0.28 mmol), EDC.HCl (110 mg, 0.58 mmol) and DIPEA (0.16 mL, 0.92 mmol) and the resulting mixture was stirred at rt for 1 h. This solution was then treated with 1-[5-(4-amino-thiazol-2-ylmethyl)-furan-2-yl]-ethanone hydrochloride (5... The reactants are ClC1=CC=C(C(CBr)=O)C=C1 (4-chlorophenacyl bromide), C(C)(=O)[O-].[Na+] (sodium acetate), Cl.CON (O-methylhydroxylamine hydrochloride), C(C)(=O)OCC (ethyl acetate). The solvent is C(C)(=O)O (acetic acid). Product: CON=C(CBr)C1=CC=C(C=C1)Cl (4-chlorophenacyl bromide O-methyloxime). RXN SMILES: [Cl:1][C:2]1[CH:11]=[CH:10][C:5]([C:6](=O)[CH2:7][Br:8])=[CH:4][CH:3]=1.C([O-])(=O)C.[Na+].Cl.[CH3:18][O:19][NH2:20].C(OCC)(=O)C>C(O)(=O)C>[CH3:18][O:19][N:20]=[C:6]([C:5]1[CH:10]=[CH:11][C:2]([Cl:1])=[CH:3][CH:4]=1)[CH2:7][Br:8] |f:1.2,3.4|. Procedure: 50.3 g of 4-chlorophenacyl bromide in 300 ml of glacial acetic acid are stirred with 23 g of sodium acetate and 21.6 g O-methylhydroxylamine hydrochloride for 2 hours at 70° C. 150 ml of ethyl acetate are added to the mixture, which is then extracted by washing several times with water and saturated sodium chloride solution. The organic phase is dried over sodium sulfate and concentrated by evaporation in vacuo. Crystallisation from hexane yields 4-chlorophenacyl bromide O-methyloxime having a m... Reactants: Oc1ccc(Br)cc1, BrCc1ccccc1, O=C([O-])[O-], CS(C)=O, [Cs+], [Cs+]. Product: Brc1ccc(OCc2ccccc2)cc1. RXN SMILES: [Br:1][c:2]1[cH:3][cH:4][c:5]([OH:8])[cH:6][cH:7]1.[Br:9][CH2:10][c:11]1[cH:12][cH:13][cH:14][cH:15][cH:16]1.[C:17](=[O:18])([O-:19])[O-:20].[CH3:23][S:24]([CH3:25])=[O:26].[Cs+:21].[Cs+:22]>>[Br:1][c:2]1[cH:3][cH:4][c:5]([O:8][CH2:10][c:11]2[cH:12][cH:13][cH:14][cH:15][cH:16]2)[cH:6][cH:7]1. Reactants: O=C(O)c1cn(C2CC2)c2nc3cc(Cl)c(F)cc3cc2c1=O, OCCN1CCNCC1, c1ccncc1. Product: O=C(O)c1cn(C2CC2)c2nc3cc(N4CCN(CCO)CC4)c(F)cc3cc2c1=O. RXN SMILES: [Cl:1][c:2]1[c:3]([F:23])[cH:4][c:5]2[c:6]([n:7][c:8]3[n:9]([CH:19]4[CH2:20][CH2:21]4)[cH:10][c:11]([C:16](=[O:17])[OH:18])[c:12](=[O:15])[c:13]3[cH:14]2)[cH:22]1.[OH:24][CH2:25][CH2:26][N:27]1[CH2:28][CH2:29][NH:30][CH2:31][CH2:32]1.[cH:33]1[cH:34][cH:35][n:36][cH:37][cH:38]1>>[c:2]1([N:30]2[CH2:29][CH2:28][N:27]([CH2:26][CH2:25][OH:24])[CH2:32][CH2:31]2)[c:3]([F:23])[cH:4][c:5]2[c:6]([n:7][c:8]3[n:9]([CH:19]4[CH2:20][CH2:21]4)[cH:10][c:11]([C:16](=[O:17])[OH:18])[c:12](=[O:15])[c:13]3[cH:14]2)[cH:22]1. The reactants are NC1=CC=CC=C1 (aniline), NC1=CC=CC=C1 (aniline), [H-].[Na+] (NaH), CC(=CC(=O)Cl)C (3,3-dimethylacryloyl chloride), CC(=CC(=O)Cl)C (3,3-dimethylacryloyl chloride), O (water). Solvent: C1CCOC1 (THF). Conditions: time 30 minute. Product: CC(=CC(=O)NC1=CC=CC=C1)C (N-3,3-Dimethylacryloyl Aniline). The yield is 47.0%. RXN SMILES: [H-].[Na+].[NH2:3][C:4]1[CH:9]=[CH:8][CH:7]=[CH:6][CH:5]=1.[CH3:10][C:11]([CH3:16])=[CH:12][C:13](Cl)=[O:14].O>C1COCC1>[CH3:10][C:11]([CH3:16])=[CH:12][C:13]([NH:3][C:4]1[CH:9]=[CH:8][CH:7]=[CH:6][CH:5]=1)=[O:14] |f:0.1|. Procedure details: In a 100 mL round bottom flask was placed NaH (1.93 g, 0.05 mol). After washing with dry hexane (2×10 mL dry THF (15 mL) was added), to this tan solid. Then, the resulting suspension was added to a solution of aniline (Compound 36, 4.89 mL, 0.054 mol) in dry THF (7 mL) at 0° C. After stirring for 30 min, 3,3-dimethylacryloyl chloride (Compound 35, 6.56 mL, 0.059 mol) was added dropwise to the above solution. The reaction mixture was stirred under N2 for overnight followed by a slow addition of w... Reactants: O=C=Nc1ccc(Br)cc1, CN(C)C=O, CCOC(=O)C(=O)c1csc(N)n1. Yields the product CCOC(=O)C(=O)c1csc(NC(=O)Nc2ccc(Br)cc2)n1. As a reaction SMILES: [Br:14][c:15]1[cH:16][cH:17][c:18]([N:21]=[C:22]=[O:23])[cH:19][cH:20]1.[CH3:24][N:25]([CH3:26])[CH:27]=[O:28].[NH2:1][c:2]1[s:3][cH:4][c:5]([C:7]([C:8](=[O:9])[O:10][CH2:11][CH3:12])=[O:13])[n:6]1>>[NH:1]([c:2]1[s:3][cH:4][c:5]([C:7]([C:8](=[O:9])[O:10][CH2:11][CH3:12])=[O:13])[n:6]1)[C:22]([NH:21][c:18]1[cH:17][cH:16][c:15]([Br:14])[cH:20][cH:19]1)=[O:23]. The reactants are Fc1cc(I)ccc1Br, C#Cc1ccc(CCC)cc1, CCNCC, Cl, [Cu]I, Cl[Pd]Cl, c1ccc(P(c2ccccc2)c2ccccc2)cc1, c1ccc(P(c2ccccc2)c2ccccc2)cc1. The product is CCCc1ccc(C#Cc2ccc(Br)c(F)c2)cc1. As a reaction SMILES: [Br:1][c:2]1[c:3]([F:9])[cH:4][c:5]([I:8])[cH:6][cH:7]1.[CH2:10]([CH2:11][CH3:12])[c:13]1[cH:14][cH:15][c:16]([C:19]#[CH:20])[cH:17][cH:18]1.[CH2:22]([NH:23][CH2:24][CH3:25])[CH3:26].[ClH:21].[Cu:68][I:69].[Pd:27]([Cl:28])[Cl:29].[c:30]1([P:31]([c:32]2[cH:33][cH:34][cH:35][cH:36][cH:37]2)[c:38]2[cH:39][cH:40][cH:41][cH:42][cH:43]2)[cH:44][cH:45][cH:46][cH:47][cH:48]1.[c:49]1([P:50]([c:51]2[cH:52][cH:53][cH:54][cH:55][cH:56]2)[c:57]2[cH:58][cH:59][cH:60][cH:61][cH:62]2)[cH:63][cH:64][cH:65][cH:66][cH:67]1>>[Br:1][c:2]1[c:3]([F:9])[cH:4][c:5]([C:20]#[C:19][c:16]2[cH:15][cH:14][c:13]([CH2:10][CH2:11][CH3:12])[cH:18][cH:17]2)[cH:6][cH:7]1. Reactants: O1C(OCC1)CN1C(C=CC2=CC=C(N=C12)OC)=O (1-(1,3-dioxolan-2-ylmethyl)-7-methoxy-1,8-naphthyridin-2(1H)-one), FC(C(=O)O)(F)F (trifluoroacetic acid). Solvent: O (water). Conditions: temperature 66 celsius, time 20 minute. The product is COC1=CC=C2C=CC(N(C2=N1)CC=O)=O ((7-methoxy-2-oxo-1,8-naphthyridin-1(2H)-yl)acetaldehyde). The yield is 77.3%. Reaction SMILES: [O:1]1CCO[CH:2]1[CH2:6][N:7]1[C:16]2[C:11](=[CH:12][CH:13]=[C:14]([O:17][CH3:18])[N:15]=2)[CH:10]=[CH:9][C:8]1=[O:19].FC(F)(F)C(O)=O>O>[CH3:18][O:17][C:14]1[N:15]=[C:16]2[C:11]([CH:10]=[CH:9][C:8](=[O:19])[N:7]2[CH2:6][CH:2]=[O:1])=[CH:12][CH:13]=1. Procedure: To 2.8 g of 1-(1,3-dioxolan-2-ylmethyl)-7-methoxy-1,8-naphthyridin-2(1H)-one, 20 mL of an 80% aqueous trifluoroacetic acid solution was added, and the mixture was stirred at 60 to 72° C. for 3 hours 20 minutes, and at 80 to 85° C. for 2 hours 20 minutes, 4 mL of water was then added thereto and the mixture was further stirred for 4 hours. The reaction mixture was cooled to room temperature and then left overnight, and the solvent was distilled off under reduced pressure. To the resultant residue...